From a dataset of the Open Reaction Database (ORD), a public repository of structured organic reaction records. describe an organic reaction: reactants, conditions, products, and yield Starting materials: COCCOCOc1ccc(CNC(=O)NC(C)(C)C)cc1Br, O=C([O-])[O-], CCOC(C)=O, COCCOCOc1c(C=O)cccc1B1OC(C)(C)C(C)(C)O1, [K+], [K+], O=C(O)CC(O)(CC(=O)O)C(=O)O, c1ccc(P(c2ccccc2)(c2ccccc2)[Pd](P(c2ccccc2)(c2ccccc2)c2ccccc2)(P(c2ccccc2)(c2ccccc2)c2ccccc2)P(c2ccccc2)(c2ccccc2)c2ccccc2)cc1. Product: COCCOCOc1ccc(CNC(=O)NC(C)(C)C)cc1-c1cccc(C=O)c1OCOCCOC. As a reaction SMILES: [Br:7][c:8]1[cH:9][c:10]([CH2:11][NH:12][C:13](=[O:14])[NH:15][C:16]([CH3:17])([CH3:18])[CH3:19])[cH:20][cH:21][c:22]1[O:23][CH2:24][O:25][CH2:26][CH2:27][O:28][CH3:29].[C:1](=[O:2])([O-:3])[O-:4].[CH3:144][CH2:145][O:146][C:147](=[O:148])[CH3:149].[CH3:30][O:31][CH2:32][CH2:33][O:34][CH2:35][O:36][c:37]1[c:38]([CH:39]=[O:40])[cH:41][cH:42][cH:43][c:44]1[B:45]1[O:46][C:47]([CH3:48])([CH3:49])[C:50]([CH3:51])([CH3:52])[O:53]1.[K+:5].[K+:6].[OH:54][C:55]([CH2:56][C:57]([C:58](=[O:59])[OH:60])([CH2:61][C:62](=[O:63])[OH:64])[OH:65])=[O:66].[cH:67]1[cH:68][cH:69][c:70]([P:71]([Pd:72]([P:73]([c:74]2[cH:75][cH:76][cH:77][cH:78][cH:79]2)([c:80]2[cH:81][cH:82][cH:83][cH:84][cH:85]2)[c:86]2[cH:87][cH:88][cH:89][cH:90][cH:91]2)([P:92]([c:93]2[cH:94][cH:95][cH:96][cH:97][cH:98]2)([c:99]2[cH:100][cH:101][cH:102][cH:103][cH:104]2)[c:105]2[cH:106][cH:107][cH:108][cH:109][cH:110]2)[P:111]([c:112]2[cH:113][cH:114][cH:115][cH:116][cH:117]2)([c:118]2[cH:119][cH:120][cH:121][cH:122][cH:123]2)[c:124]2[cH:125][cH:126][cH:127][cH:128][cH:129]2)([c:130]2[cH:131][cH:132][cH:133][cH:134][cH:135]2)[c:136]2[cH:137][cH:138][cH:139][cH:140][cH:141]2)[cH:142][cH:143]1>>[c:8]1(-[c:44]2[c:37]([O:36][CH2:35][O:34][CH2:33][CH2:32][O:31][CH3:30])[c:38]([CH:39]=[O:40])[cH:41][cH:42][cH:43]2)[cH:9][c:10]([CH2:11][NH:12][C:13](=[O:14])[NH:15][C:16]([CH3:17])([CH3:18])[CH3:19])[cH:20][cH:21][c:22]1[O:23][CH2:24][O:25][CH2:26][CH2:27][O:28][CH3:29].